Dataset: the Open Reaction Database (ORD), a public repository of structured organic reaction records. Task: describe an organic reaction: reactants, conditions, products, and yield The reactants are C1(=CC=CC=C1)C1=NC=2CCCC(C2C=C1)C#N (2-phenyl-5,6,7,8-tetrahydro-5-quinoline carbonitrile), [H-].[Na+] (sodium hydride), CI (methyl iodide). Run in O1CCCC1 (tetrahydrofuran). Yields the product CC1(C=2C=CC(=NC2CCC1)C1=CC=CC=C1)C#N (5-methyl-2-phenyl-5,6,7,8-tetrahydro-5-quinoline carbonitrile). As a reaction SMILES: [C:1]1([C:7]2[CH:16]=[CH:15][C:14]3[CH:13]([C:17]#[N:18])[CH2:12][CH2:11][CH2:10][C:9]=3[N:8]=2)[CH:6]=[CH:5][CH:4]=[CH:3][CH:2]=1.[H-].[Na+].[CH3:21]I>O1CCCC1>[CH3:21][C:13]1([C:17]#[N:18])[CH2:12][CH2:11][CH2:10][C:9]2[N:8]=[C:7]([C:1]3[CH:2]=[CH:3][CH:4]=[CH:5][CH:6]=3)[CH:16]=[CH:15][C:14]1=2 |f:1.2|. Procedure: 4.7 g. of 2-phenyl-5,6,7,8-tetrahydro-5-quinoline carbonitrile in 80 ml. of absolute tetrahydrofuran is combined with 0.660 g. of 80% sodium hydride, agitated for 30 minutes at room temperature and for 30 minutes at 60° C. under nitrogen, and combined with 2.5 ml. of methyl iodide. After heating the mixture for 2 hours to 60° C., it is concentrated, distributed between ethyl acetate/water, and the ethyl acetate phase is concentrated. Recrystallization from diisopropyl ether/hexane yields 5-methy... Starting materials: C([O-])(O)=O.[Na+] (sodium bicarbonate), BrCC(=O)NC(C)C=1N(C2=NC(=NC(=C2N1)N1CCOCC1)Cl)C1OCCCC1 (2-Bromo-N-{1-[2-chloro-6-morpholin-4-yl-9-(tetrahydro-pyran-2-yl)-9H-purin-8-yl]-ethyl}-acetamide), O (Water), O.C1(=CC=C(C=C1)S(=O)(=O)O)C (p-toluenesulfonic acid monohydrate). Run in CO (methanol). Conditions: time 16 hour. The product is BrCC(=O)NC(C)C=1NC2=NC(=NC(=C2N1)N1CCOCC1)Cl (2-Bromo-N-[1-(2-chloro-6-morpholin-4-yl-9H-purin-8-yl)-ethyl]-acetamide). The yield is 65.0%. As a reaction SMILES: [Br:1][CH2:2][C:3]([NH:5][CH:6]([C:8]1[N:9](C2CCCCO2)[C:10]2[C:15]([N:16]=1)=[C:14]([N:17]1[CH2:22][CH2:21][O:20][CH2:19][CH2:18]1)[N:13]=[C:12]([Cl:23])[N:11]=2)[CH3:7])=[O:4].O.C1(C)C=CC(S(O)(=O)=O)=CC=1.O.C(=O)(O)[O-].[Na+]>CO>[Br:1][CH2:2][C:3]([NH:5][CH:6]([C:8]1[NH:9][C:10]2[C:15]([N:16]=1)=[C:14]([N:17]1[CH2:18][CH2:19][O:20][CH2:21][CH2:22]1)[N:13]=[C:12]([Cl:23])[N:11]=2)[CH3:7])=[O:4] |f:1.2,4.5|. Procedure details: 2-Bromo-N-{1-[2-chloro-6-morpholin-4-yl-9-(tetrahydro-pyran-2-yl)-9H-purin-8-yl]-ethyl}-acetamide (crude from step 5, 385 mg) was dissolved in methanol (15 mL) and p-toluenesulfonic acid monohydrate (35 mg) was added. The mixture was stirred at RT for 16 h. Water was added, aqueous sodium bicarbonate was added to give pH 7 and the precipitate was filtered off, washed with water and dried (in vacuo, 50° C.) to give 2-Bromo-N-[1-(2-chloro-6-morpholin-4-yl-9H-purin-8-yl)-ethyl]-acetamide (207 mg, 7... Starting materials: BrCC1=CC(=C(C#N)C=C1)F (4-Bromomethyl-2-fluoro-benzonitrile), N1C=NC=C1 (imidazole). Run in CN(C)C=O (DMF). Run at time 2 hour. The product is FC1=C(C#N)C=CC(=C1)CN1C=NC=C1 (2-Fluoro-4-imidazol-1-ylmethyl-benzonitrile). RXN SMILES: Br[CH2:2][C:3]1[CH:10]=[CH:9][C:6]([C:7]#[N:8])=[C:5]([F:11])[CH:4]=1.[NH:12]1[CH:16]=[CH:15][N:14]=[CH:13]1>CN(C=O)C>[F:11][C:5]1[CH:4]=[C:3]([CH2:2][N:12]2[CH:16]=[CH:15][N:14]=[CH:13]2)[CH:10]=[CH:9][C:6]=1[C:7]#[N:8]. Procedure details: 4-Bromomethyl-2-fluoro-benzonitrile (3.44 g, 16.0 mmol) and imidazole (5.47 g, 80.3 mmol) were dissolved in DMF (40 mL) and stirred at ambient temperature for 2 h. The DMF was removed in vacuo and the residue was partitioned between EtOAc (300 mL) and aqueous saturated NaHCO3 solution. The organic layer was separated, washed with NaHCO3 solution, H2O, brine, and dried (MgSO4). Filtration and concentration to dryness gave the title compound after chromatography (silica gel, 1-2% CH3OH/CH2Cl2). Reactants: N(=C=S)C1=C(C(=O)OCC)C=CC=C1 (ethyl 2-isothiocyanatobenzoate), O1C(=CC=C1)CN1C(=NC=2C1=NC=CC2)CC2CCN(CC2)CCN (4-[[3-(2-furanylmethyl)-3H-imidazo[4,5-b]pyridin-2-yl]methyl]-1-piperidineethanamine). Run in O1CCCC1 (tetrahydrofuran), O1CCCC1 (tetrahydrofuran). Run at time 1 hour. Yields the product O1C(=CC=C1)CN1C(=NC=2C1=NC=CC2)CC2CCN(CC2)CCN2C(NC1=CC=CC=C1C2=O)=S (3-[2-[4-[[3-(2-furanylmethyl)-3H-imidazo[4,5-b]pyridin-2-yl]methyl]-1-piperidinyl]ethyl]-2,3-dihydro-2-thioxo-4(1H)-quinazolinone). The yield is 18.6%. RXN SMILES: [O:1]1[CH:5]=[CH:4][CH:3]=[C:2]1[CH2:6][N:7]1[C:11]2=[N:12][CH:13]=[CH:14][CH:15]=[C:10]2[N:9]=[C:8]1[CH2:16][CH:17]1[CH2:22][CH2:21][N:20]([CH2:23][CH2:24][NH2:25])[CH2:19][CH2:18]1.[N:26]([C:29]1[CH:39]=[CH:38][CH:37]=[CH:36][C:30]=1[C:31](OCC)=[O:32])=[C:27]=[S:28]>O1CCCC1>[O:1]1[CH:5]=[CH:4][CH:3]=[C:2]1[CH2:6][N:7]1[C:11]2=[N:12][CH:13]=[CH:14][CH:15]=[C:10]2[N:9]=[C:8]1[CH2:16][CH:17]1[CH2:22][CH2:21][N:20]([CH2:23][CH2:24][N:25]2[C:31](=[O:32])[C:30]3[C:29](=[CH:39][CH:38]=[CH:37][CH:36]=3)[NH:26][C:27]2=[S:28])[CH2:19][CH2:18]1. Procedure: To a stirred mixture of 5.1 parts of 4-[[3-(2-furanylmethyl)-3H-imidazo[4,5-b]pyridin-2-yl]methyl]-1-piperidineethanamine and 270 parts of tetrahydrofuran was added dropwise a solution of 3.8 parts of ethyl 2-isothiocyanatobenzoate in tetrahydrofuran. Upon completion, stirring was continued for 1 hour. The reaction mixture was evaporated. The residue was purified by column chromatography over silica gel using a mixture of trichloromethane and methanol, saturated with ammonia, (97:3 by volume) as... The reactants are ( b ), C(C1=CC=CC=C1)N1CCC(CC1)O (1-benzyl-4-piperidinol), FC1=CC=C(C=C1)C (p-fluorotoluene). The product is C1(=CC=C(C=C1)OC1CCNCC1)C (4-(p-tolyloxy)piperidine). As a reaction SMILES: C([N:8]1[CH2:13][CH2:12][CH:11]([OH:14])[CH2:10][CH2:9]1)C1C=CC=CC=1.F[C:16]1[CH:21]=[CH:20][C:19]([CH3:22])=[CH:18][CH:17]=1>>[C:19]1([CH3:22])[CH:20]=[CH:21][C:16]([O:14][CH:11]2[CH2:10][CH2:9][NH:8][CH2:13][CH2:12]2)=[CH:17][CH:18]=1. Reported procedure: By following the manipulative procedures described in Example 1(a) and (b), 24.0 g of 1-benzyl-4-piperidinol and 24.0 g of p-fluorotoluene produces an oil of 4-(p-tolyloxy)piperidine. The reactants are COc1ccc(-c2ccc3nc(NC(C)=O)nc(-c4nc[nH]n4)c3n2)cc1OC, C1CNCCN1, C1COCCO1. Yields the product COc1ccc(-c2ccc3nc(NC(C)=O)nc(N4CCNCC4)c3n2)cc1OC. RXN SMILES: [C:7]([CH3:8])(=[O:9])[NH:10][c:11]1[n:12][c:13](-[c:31]2[n:32][cH:33][nH:34][n:35]2)[c:14]2[c:15]([n:16]1)[cH:17][cH:18][c:19](-[c:21]1[cH:22][c:23]([O:29][CH3:30])[c:24]([O:27][CH3:28])[cH:25][cH:26]1)[n:20]2.[CH2:1]1[CH2:2][NH:3][CH2:4][CH2:5][NH:6]1.[O:36]1[CH2:37][CH2:38][O:39][CH2:40][CH2:41]1>>[CH2:1]1[CH2:2][N:3]([c:13]2[n:12][c:11]([NH:10][C:7]([CH3:8])=[O:9])[n:16][c:15]3[c:14]2[n:20][c:19](-[c:21]2[cH:22][c:23]([O:29][CH3:30])[c:24]([O:27][CH3:28])[cH:25][cH:26]2)[cH:18][cH:17]3)[CH2:4][CH2:5][NH:6]1.